From a dataset of the Open Reaction Database (ORD), a public repository of structured organic reaction records. describe an organic reaction: reactants, conditions, products, and yield The reactants are [O-]S(=O)(=O)[O-].[Na+].[Na+] (Na2SO4), FC1(CCC(CC1)C(=O)OCC)F (ethyl 4,4-difluorocyclohexanecarboxylate), [OH-].[Na+] (NaOH), [H-].[Al+3].[Li+].[H-].[H-].[H-] (Lithium aluminum hydride). Solvent: C(C)OCC (diethyl ether), C(C)OCC (diethyl ether), O (water), O (water), C(C)OCC (diethyl ether). Reaction conditions: temperature 0 celsius. The product is FC1(CCC(CC1)CO)F ((4,4-difluorocyclohexyl)methanol). RXN SMILES: [H-].[Al+3].[Li+].[H-].[H-].[H-].[F:7][C:8]1([F:19])[CH2:13][CH2:12][CH:11]([C:14](OCC)=[O:15])[CH2:10][CH2:9]1.[OH-].[Na+].[O-]S([O-])(=O)=O.[Na+].[Na+]>C(OCC)C.O>[F:7][C:8]1([F:19])[CH2:13][CH2:12][CH:11]([CH2:14][OH:15])[CH2:10][CH2:9]1 |f:0.1.2.3.4.5,7.8,9.10.11|. Procedure: Lithium aluminum hydride (0.24 g) was added to diethyl ether (15 mL), to which was then added dropwise ethyl 4,4-difluorocyclohexanecarboxylate (1.0 g) in diethyl ether (2 mL), and the reaction was stirred at reflux under nitrogen for 4 hours. The reaction was cooled to 0° C., followed by the careful addition of water (0.24 mL), 4N aqueous NaOH (0.24 mL), and additional water (0.72 mL). Then Na2SO4 and diethyl ether (40 mL) were added and the mixture was stirred for 30 minutes. After filtration ... Reactants: [H-].[Na+] (sodium hydride), CC(CO)(C1=CC=C(C=C1)OCC)C (2,2-dimethyl-2-(4-ethoxyphenyl)ethanol), hydrochloric acid ice water, BrC=1C=C(CBr)C=CC1F (3-bromo-4-fluorobenzyl bromide). The solvent is CN(C=O)C (dimethylformamide). Reaction conditions: temperature 50 celsius, time 10 minute. The product is CC(COCC1=CC(=C(C=C1)F)Br)(C1=CC=C(C=C1)OCC)C (3-bromo-4-fluorobenzyl 2,2-dimethyl-2-(4-ethoxyphenyl)ethyl ether). Yield: 41.6%. RXN SMILES: [H-].[Na+].[CH3:3][C:4]([CH3:16])([C:7]1[CH:12]=[CH:11][C:10]([O:13][CH2:14][CH3:15])=[CH:9][CH:8]=1)[CH2:5][OH:6].[Br:17][C:18]1[CH:19]=[C:20]([CH:23]=[CH:24][C:25]=1[F:26])[CH2:21]Br>CN(C)C=O>[CH3:3][C:4]([CH3:16])([C:7]1[CH:8]=[CH:9][C:10]([O:13][CH2:14][CH3:15])=[CH:11][CH:12]=1)[CH2:5][O:6][CH2:21][C:20]1[CH:23]=[CH:24][C:25]([F:26])=[C:18]([Br:17])[CH:19]=1 |f:0.1|. Procedure details: 657 Milligrams of sodium hydride (as 60% oil suspension) was added to 10 ml of dimethylformamide, and 3.19 g of 2,2-dimethyl-2-(4-ethoxyphenyl)ethanol was added dropwise. Thereafter, the reaction solution was warmed to 50° C. and stirred for 10 minutes, and 4.0 g of 3-bromo-4-fluorobenzyl bromide was added dropwise thereto at 20° C. After completion of the dropwise addition, stirring was continued at 50° C. for further 5 hours, and the reaction solution was then poured into a 5% hydrochloric aci...